The task is: describe an organic reaction: reactants, conditions, products, and yield. This data is from the Open Reaction Database (ORD), a public repository of structured organic reaction records. The reactants are [H][H] (hydrogen), [N+](=O)([O-])C=1C=C(C=NO)C=CC1 (m-nitrobenzaldoxime), B(O)(O)O (boric acid). Reagents/catalysts: [Pd] (Pd-C). Solvent: C(C)O (ethanol). Reaction conditions: time 8 hour. Yields the product NC=1C=C(CN)C=CC1 (m-aminobenzylamine). Isolated yield 81.9%. RXN SMILES: [N+:1]([C:4]1[CH:5]=[C:6]([CH:10]=[CH:11][CH:12]=1)[CH:7]=[N:8]O)([O-])=O.B(O)(O)O.[H][H]>[Pd].C(O)C>[NH2:1][C:4]1[CH:5]=[C:6]([CH:10]=[CH:11][CH:12]=1)[CH2:7][NH2:8]. Procedure details: 16.6 g (0.1 mol) of m-nitrobenzaldoxime obtained in Example 2, 0.3 g of a 5% Pd-C catalyst, 6.2 g (0.1 mol) of boric acid and 50 ml of ethanol were charged into a hermetically sealed glass container and stirred vigorously while charging hydrogen. Reaction was effected at temperatures of 20° to 25° C. for 8 hours. After reaction, the resulting mixture was filtered to remove the catalyst and was subject to the same post-treatment as in Example 1. 10 g of m-aminobenzylamine of 99.9% in purity was o...